This data is from the Open Reaction Database (ORD), a public repository of structured organic reaction records. The task is: describe an organic reaction: reactants, conditions, products, and yield The reactants are sulfonic acid, S(=O)(=O)([O-])[O-].[Mg+2] (magnesium sulfate), C(C)O (ethanol), CC(=C1C=CC(=O)C=C1)NO (4-hydroxyacetophenone oxime), C(C)(=O)O (acetic acid). Yields the product C(C)(=O)NC1=CC=C(C=C1)O (N-acetyl-para-aminophenol). Yield: 66.7%. RXN SMILES: [CH3:1][C:2]([NH:10]O)=[C:3]1[CH:9]=CC(=O)C=C1.[C:12]([OH:15])(=O)[CH3:13].S([O-])([O-])(=O)=O.[Mg+2].[CH2:22]([OH:24])[CH3:23]>>[C:22]([NH:10][C:2]1[CH:1]=[CH:13][C:12]([OH:15])=[CH:9][CH:3]=1)(=[O:24])[CH3:23] |f:2.3|. Reported procedure: A mixture of 3.0 g of Amberlyst 15, (a sulfonic acid ion-exchange resin made by Rohm & Haas), 3.0 g (22.0 mmol) of 4-hydroxyacetophenone oxime, and 50 mL of acetic acid was heated at reflux under nitrogen for 2 h. The ion exchange resin was then removed and the acetic acid was distilled in vacuo to afford an orange residue. The residue was dissolved in ethanol and treated with activated carbon and anhydrous magnesium sulfate. Removal of the ethanol using a rotary evaporator produced 2.9 of a yel... Reactants: CN(C)NC(=O)C=1N(C=C(N1)[N+](=O)[O-])C (N-(N',N'-dimethylamino)-1-methyl-4-nitroimidazole-2-carboxamide). Reagents/catalysts: [Pd] (Pd on charcoal). The solvent is CO (methanol). Run at time 4 hour. Yields the product CN(C)NC(=O)C=1N(C=C(N1)N)C (N-(N',N'-dimethylamino)-1-methyl-4-aminoimidazole-2-carboxamide). As a reaction SMILES: [CH3:1][N:2]([NH:4][C:5]([C:7]1[N:8]([CH3:15])[CH:9]=[C:10]([N+:12]([O-])=O)[N:11]=1)=[O:6])[CH3:3]>CO.[Pd]>[CH3:3][N:2]([NH:4][C:5]([C:7]1[N:8]([CH3:15])[CH:9]=[C:10]([NH2:12])[N:11]=1)=[O:6])[CH3:1]. Reported procedure: A suspension of N-(N',N'-dimethylamino)-1-methyl-4-nitroimidazole-2-carboxamide (2.01 g, 9.4 mmol) and 5% Pd on charcoal (0.8 g) in chilled methanol (100 mL) was purged of air and hydrogenated at room temperature and atmospheric pressure for 4 hours. The catalyst was removed by filtration and the solvent was evaporated under reduced pressure to give N-(N',N'-dimethylamino)-1-methyl-4-aminoimidazole-2-carboxamide as a glassy solid which is unstable and used directly in the next step. Reactants: CN[C@@H]1C[C@H]2O[C@@](C)([C@@H]1OC)n1c3ccccc3c3c4c(c5c6ccccc6n2c5c31)C(=O)NC4 (staurosporine), CC(CCC=C(C)C)CC=O. The reagents and catalysts are CC(C)[O-].CC(C)[O-].CC(C)[O-].CC(C)[O-].[Ti+4] (Ti(OiPr)4), CC(=O)O (acetic acid), CC(=O)O[BH-](OC(C)=O)OC(C)=O.[Na+] (Sodium triacetoxyborohydride). Run in CC(=O)N(C)C (DMA), CC(=O)N(C)C (DMA), CC(=O)N(C)C (DMA), CC(=O)N(C)C (DMA), CC(=O)N(C)C (DMA), CC(=O)N(C)C (DMA), CC(=O)N(C)C (DMA). Conditions: temperature 22 celsius, time 18 hour. The product is CO[C@@H]1[C@@H](C[C@H]2O[C@]1(C)n3c4ccccc4c5c6CNC(=O)c6c7c8ccccc8n2c7c35)N(C)CCC(C)CCC=C(C)C, CN[C@@H]1C[C@H]2O[C@@](C)([C@@H]1OC)n1c3ccccc3c3c4c(c5c6ccccc6n2c5c31)C(=O)NC4 (Staurosporine), c1ccc(-c2ccccc2)cc1 (biphenyl), CC(CCC=C(C)C)CCO. Starting materials: C=CCOC(C)(C)CO, ClCCl, [Na+], [Na+], [Na+], O=C([O-])O, O=S([O-])([O-])=S, O=C(OO)c1cccc(Cl)c1. Yields the product CC(C)(CO)OCC1CO1. RXN SMILES: [CH2:1]([CH:2]=[CH2:3])[O:4][C:5]([CH2:6][OH:7])([CH3:8])[CH3:9].[Cl:33][CH2:34][Cl:35].[Na+:25].[Na+:26].[Na+:27].[O-:21][C:22]([OH:23])=[O:24].[O-:28][S:29]([O-:30])(=[S:31])=[O:32].[OH:10][O:11][C:12]([c:13]1[cH:14][c:15]([Cl:16])[cH:17][cH:18][cH:19]1)=[O:20]>>[CH2:1]([CH:2]1[CH2:3][O:10]1)[O:4][C:5]([CH2:6][OH:7])([CH3:8])[CH3:9]. Reaction SMILES: [CH3:1][O:2][C:3]([C:5]1[CH2:10][C:9](O[Si](C)(C)C)=[C:8](O[Si](C)(C)C)[CH2:7][C:6]=1[C:21]([O:23][CH3:24])=[O:22])=[O:4].[NH2:25][C:26]1[CH:31]=[CH:30][CH:29]=[CH:28][CH:27]=1>C(O)(=O)C>[CH3:1][O:2][C:3](=[O:4])[C:5]1[C:6](=[CH:7][C:8]([NH:25][C:26]2[CH:31]=[CH:30][CH:29]=[CH:28][CH:27]=2)=[C:9]([NH:25][C:26]2[CH:31]=[CH:30][CH:29]=[CH:28][CH:27]=2)[CH:10]=1)[C:21]([O:23][CH3:24])=[O:22]. Run in C(C)(=O)O (acetic acid). Procedure: A solution of 5.6 g (15 mmol) of 4,5-bis(trimethylsilyloxy)cyclohexa 1,4-diene- 1,2-dicarboxylic acid dimethyl ester and 5.5 ml (60 mmol) of aniline in 60 ml of glacial acetic acid is boiled under reflux for 4 hours. The reaction mixture is cooled, the solvent is evaporated off and the dark-brown residue is dissolved in dichloromethane and the solution is washed in succession with 20 ml of 1N HCl, 50 ml of saturated NaHCO3 and twice with 20 ml of water, dried With sodium sulfate and concentrated... Product: COC(C=1C(C(=O)OC)=CC(=C(C1)NC1=CC=CC=C1)NC1=CC=CC=C1)=O (4,5-Bis(anilino)phthalic acid dim ethyl ester). The reactants are COC(=O)C1=C(CC(=C(C1)O[Si](C)(C)C)O[Si](C)(C)C)C(=O)OC (4,5-bis(trimethylsilyloxy)cyclohexa 1,4-diene- 1,2-dicarboxylic acid dimethyl ester), NC1=CC=CC=C1 (aniline). Reactants: O=C1CCC2=C1NC(=C2)C(=O)OCC (ethyl 6-oxo-1,4,5,6-tetrahydrocyclopenta[b]pyrrole-2-carboxylate), ClC1=CC=C(C=C1)[Mg]Br (4-chlorophenyl magnesium bromide). The product is ClC1=CC=C(C=C1)C1CCC2=C1NC(=C2)C(=O)OCC (ethyl 6-(4-chlorophenyl)-1,4,5,6-tetrahydrocyclopenta[b]pyrrole-2-carboxylate), olefin. As a reaction SMILES: O=[C:2]1[C:6]2[NH:7][C:8]([C:10]([O:12][CH2:13][CH3:14])=[O:11])=[CH:9][C:5]=2[CH2:4][CH2:3]1.[Cl:15][C:16]1[CH:21]=[CH:20][C:19]([Mg]Br)=[CH:18][CH:17]=1>>[Cl:15][C:16]1[CH:21]=[CH:20][C:19]([CH:2]2[C:6]3[NH:7][C:8]([C:10]([O:12][CH2:13][CH3:14])=[O:11])=[CH:9][C:5]=3[CH2:4][CH2:3]2)=[CH:18][CH:17]=1. Reported procedure: The title compound was synthesized in two steps. First, ethyl 6-oxo-1,4,5,6-tetrahydrocyclopenta[b]pyrrole-2-carboxylate (0.3 g, 1.55 mmol) was reacted with 4-chlorophenyl magnesium bromide (6.2 mL, 1 M in ether, 6.2 mmol, 4 equiv) according to General Procedure 3 to give the endocyclic olefin-containing compound ethyl 6-(4-chlorophenyl)-1,4-dihydrocyclopenta[b]pyrrole-2-carboxylate, followed by hydrogenation according to General Procedure 6, and was purified by column chromatography (Isco Combi... Starting materials: [Cl-], O=C(O)c1c(C(F)(F)F)nc2c(C(F)(F)F)cccc2c1O, Cc1cc(N)no1. Yields the product Cc1cc(NC(=O)c2c(C(F)(F)F)nc3c(C(F)(F)F)cccc3c2O)no1. As a reaction SMILES: [Cl-:1].[F:2][C:3]([c:4]1[n:5][c:6]2[c:7]([C:18]([F:19])([F:20])[F:21])[cH:8][cH:9][cH:10][c:11]2[c:12]([OH:17])[c:13]1[C:14](=[O:15])[OH:16])([F:22])[F:23].[NH2:24][c:25]1[n:26][o:27][c:28]([CH3:30])[cH:29]1>>[F:2][C:3]([c:4]1[n:5][c:6]2[c:7]([C:18]([F:19])([F:20])[F:21])[cH:8][cH:9][cH:10][c:11]2[c:12]([OH:17])[c:13]1[C:14](=[O:15])[NH:24][c:25]1[n:26][o:27][c:28]([CH3:30])[cH:29]1)([F:22])[F:23]. Reactants: C(C)(C)N(C(C)C)CC (N,N-diisopropylethylamine), N1=CC=C(C=C1)CN1CC=2C=CC=C(C2CC1)C(=O)[O-].[Na+] (Sodium 2-(pyridin-4-ylmethyl)-1,2,3,4-tetrahydroisoquinoline-5-carboxylate), F[B-](F)(F)F.N1(N=NC2=C1C=CC=C2)OC(=[N+](C)C)N(C)C (2-(1H-benzotriazol-1-yl)-1,1,3,3-tetramethyluronium tetrafluoroborate), ClC1=CC=C(N)C=C1 (4-chloroaniline). Solvent: CN(C=O)C (N,N-dimethylformamide). Run at time 8 hour. The product is ClC1=CC=C(C=C1)NC(=O)C=1C=2CCN(CC2C=CC1)CC1=CC=NC=C1 (N-(4-chlorophenyl)-2-(pyridin-4-ylmethyl)-1,2,3,4-tetrahydroisoquinoline-5-carboxamide). Isolated yield 85.3%. RXN SMILES: [N:1]1[CH:6]=[CH:5][C:4]([CH2:7][N:8]2[CH2:17][CH2:16][C:15]3[C:14]([C:18]([O-:20])=O)=[CH:13][CH:12]=[CH:11][C:10]=3[CH2:9]2)=[CH:3][CH:2]=1.[Na+].[Cl:22][C:23]1[CH:29]=[CH:28][C:26]([NH2:27])=[CH:25][CH:24]=1.F[B-](F)(F)F.N1(OC(N(C)C)=[N+](C)C)C2C=CC=CC=2N=N1.C(N(CC)C(C)C)(C)C>CN(C)C=O>[Cl:22][C:23]1[CH:29]=[CH:28][C:26]([NH:27][C:18]([C:14]2[C:15]3[CH2:16][CH2:17][N:8]([CH2:7][C:4]4[CH:3]=[CH:2][N:1]=[CH:6][CH:5]=4)[CH2:9][C:10]=3[CH:11]=[CH:12][CH:13]=2)=[O:20])=[CH:25][CH:24]=1 |f:0.1,3.4|. Reported procedure: Sodium 2-(pyridin-4-ylmethyl)-1,2,3,4-tetrahydroisoquinoline-5-carboxylate (80 mg, 0.276 mmol) was dissolved in N,N-dimethylformamide (1 mL) then added 4-chloroaniline (42 mg, 0.331 mmol), 2-(1H-benzotriazol-1-yl)-1,1,3,3-tetramethyluronium tetrafluoroborate (133 mg, 0.414 mmol), and N,N-diisopropylethylamine (56 mg, 0.552 mmol). The reaction mixture was stirred at room temperature overnight. The mixture was concentrated under vacuum. The remaining orange oil was purified by silica gel chromatog... The reactants are BrC1=NC(=CC=C1)Br (2,6-dibromopyridine), C(#N)[Cu] (CuCN). The solvent is CN(C)C=O (DMF). Reaction conditions: temperature 100 celsius. The product is BrC1=CC=CC(=N1)C#N (6-Bromopyridine-2-carbonitrile). Yield: 28.0%. As a reaction SMILES: Br[C:2]1[CH:7]=[CH:6][CH:5]=[C:4]([Br:8])[N:3]=1.[C:9]([Cu])#[N:10]>CN(C=O)C>[Br:8][C:4]1[N:3]=[C:2]([C:9]#[N:10])[CH:7]=[CH:6][CH:5]=1. Procedure details: Take up 2,6-dibromopyridine (0.500 g, 2.11 mmol) and CuCN (0.189 g, 2.11 mmol) in DMF (5.3 mL). Heat at 100° C. for 22 hours. Cool to room temperature. Add water (50 mL) and extract with ethyl acetate (3×100 mL). Wash the organic layer with brine (1×75 mL), dry over Na2SO4, filter and concentrate. Purify by flash chromatography, eluting with 15-40% ethyl acetate in hexanes to give the title compound (0.108 g, 30.0%): GC/MS, MS ES+ 182 (M−H)+, time 8.78 min, % of total 100%; TLC [silica gel 60 F2...